Dataset: the Open Reaction Database (ORD), a public repository of structured organic reaction records. Task: describe an organic reaction: reactants, conditions, products, and yield Starting materials: C[O-].[Na+] (sodium methoxide), Cl.C(C)OC(=N)C=1C=C2C(=NNC2=CC1)C1=CC=C(C=C1)F (ethoxy[3-(4-fluorophenyl)(1H-indazol-5-yl)]methanimine hydrochloride), NNC(CN(CC)CC)=O (N-amino-2-(diethylamino)acetamide). Run in CO (methanol), C(C)O (ethanol). Conditions: temperature 0 celsius. The product is C(C)N(CC1=NC(=NN1)C=1C=C2C(=NNC2=CC1)C1=CC=C(C=C1)F)CC (Diethyl({3-[3-(4-fluorophenyl)(1H-indazol-5-yl)](1H-1,2,4-triazol-5-yl)}methyl)amine). Yield: 11.0%. RXN SMILES: Cl.C(O[C:5]([C:7]1[CH:8]=[C:9]2[C:13](=[CH:14][CH:15]=1)[NH:12][N:11]=[C:10]2[C:16]1[CH:21]=[CH:20][C:19]([F:22])=[CH:18][CH:17]=1)=[NH:6])C.C[O-].[Na+].[NH2:26][NH:27][C:28](=O)[CH2:29][N:30]([CH2:33][CH3:34])[CH2:31][CH3:32]>C(O)C.CO>[CH2:31]([N:30]([CH2:33][CH3:34])[CH2:29][C:28]1[NH:27][N:26]=[C:5]([C:7]2[CH:8]=[C:9]3[C:13](=[CH:14][CH:15]=2)[NH:12][N:11]=[C:10]3[C:16]2[CH:21]=[CH:20][C:19]([F:22])=[CH:18][CH:17]=2)[N:6]=1)[CH3:32] |f:0.1,2.3|. Procedure details: A suspension of ethoxy[3-(4-fluorophenyl)(1H-indazol-5-yl)]methanimine hydrochloride (0.400 g, 1.25 mmol) in 4 mL of anhydrous ethanol was prepared and cooled to 0° C. An excess of a commercial solution of sodium methoxide in methanol (0.858 mL, 4.37 M)) was added followed by 3 equivalents of N-amino-2-(diethylamino)acetamide (0.545 g, 3.75 mmol) as a solid. The reaction mixture was heated to reflux temperature in a sealed tube for 2 days. The reaction was then quenched with water, the pH adjust... The reactants are CN(C)C=O, O=P(Cl)(Cl)Cl, NC(=O)c1nnc2n1-c1ccc(Cl)cc1C(c1ccccc1)=NC2. Yields the product N#Cc1nnc2n1-c1ccc(Cl)cc1C(c1ccccc1)=NC2. Reaction SMILES: [CH3:30][N:31]([CH3:32])[CH:33]=[O:34].[P:1]([Cl:2])([Cl:3])([Cl:4])=[O:5].[c:6]1([C:12]2=[N:13][CH2:14][c:15]3[n:16]([c:24]([C:27](=[O:28])[NH2:29])[n:25][n:26]3)-[c:17]3[c:18]2[cH:19][c:20]([Cl:23])[cH:21][cH:22]3)[cH:7][cH:8][cH:9][cH:10][cH:11]1>>[c:6]1([C:12]2=[N:13][CH2:14][c:15]3[n:16]([c:24]([C:27]#[N:29])[n:25][n:26]3)-[c:17]3[c:18]2[cH:19][c:20]([Cl:23])[cH:21][cH:22]3)[cH:7][cH:8][cH:9][cH:10][cH:11]1. The reactants are CO[C@@H]1COCC[C@@H]1N[C@H]1C[C@]2([C@H](CNC2)C1)C(=O)N1CC=2C=C(C=NC2CC1)C(F)(F)F (((3aR,5R,6aR)-5-(((3S*,4S*)-3-Methoxytetrahydro-2H-pyran-4-yl)amino)octahydro-cyclopenta[c]pyrrol-3a-yl)(3-(trifluoromethyl)-7,8-dihydro-1,6-naphthyridin-6(5H)-yl)methanone), BrC=1SC=CN1 (2-bromothiazole), TEA, [F-].[K+] (potassium fluoride). Solvent: C(C)O (ethanol). Product: CO[C@@H]1COCC[C@@H]1N[C@H]1C[C@]2([C@H](CN(C2)C=2SC=CN2)C1)C(=O)N1CC=2C=C(C=NC2CC1)C(F)(F)F (((3aR,5R,6aR)-5-(((3S*,4S*)-3-Methoxytetrahydro-2H-pyran-4-yl)amino)-2-(thiazol-2-yl)octahydrocyclopenta[c]pyrrol-3a-yl)(3-(trifluoromethyl)-7,8-dihydro-1,6-naphthyridin-6(5H)-yl)methanone). RXN SMILES: [CH3:1][O:2][C@H:3]1[C@@H:8]([NH:9][C@@H:10]2[CH2:17][C@H:13]3[CH2:14][NH:15][CH2:16][C@@:12]3([C:18]([N:20]3[CH2:29][CH2:28][C:27]4[N:26]=[CH:25][C:24]([C:30]([F:33])([F:32])[F:31])=[CH:23][C:22]=4[CH2:21]3)=[O:19])[CH2:11]2)[CH2:7][CH2:6][O:5][CH2:4]1.Br[C:35]1[S:36][CH:37]=[CH:38][N:39]=1.[F-].[K+]>C(O)C>[CH3:1][O:2][C@H:3]1[C@@H:8]([NH:9][C@@H:10]2[CH2:17][C@H:13]3[CH2:14][N:15]([C:35]4[S:36][CH:37]=[CH:38][N:39]=4)[CH2:16][C@@:12]3([C:18]([N:20]3[CH2:29][CH2:28][C:27]4[N:26]=[CH:25][C:24]([C:30]([F:33])([F:31])[F:32])=[CH:23][C:22]=4[CH2:21]3)=[O:19])[CH2:11]2)[CH2:7][CH2:6][O:5][CH2:4]1 |f:2.3|. Procedure details: A mixture of Example 1 (HCl salt, 32 mg, 0.0554 mmol), 2-bromothiazole (13.62 mg, 0.0831 mmol), TEA (0.0385 mL, 0.277 mmol) and potassium fluoride (1.61 mg, 0.0277 mmol) in ethanol (1 mL) in a sealed tube was heated at 90° C. for 6 days. After aqueous work up, the residue was purified by CombiFlash (eluent: 5% methanol in DCM) to give the product. 1H-NMR (400 MHz, CDCl3): δ 1.50-1.93 (m, 5H), 2.12-2.47 (m, 2H), 2.65-2.80 (m, 2H), 3.03-4.19 (m, 17H), 4.64-5.01 (m, 2H), 6.55 (d, J=3.5 Hz, 1H), 7.2... Starting materials: NC1=NNC(=N1)SCC1=CC=CC=C1 (3-amino-5-benzylthio-1,2,4-triazole), C(C1=CC=CC=C1)(=O)CC(C)=O (benzoyl acetone). Solvent: C(C)(=O)O (acetic acid). The product is C(C1=CC=CC=C1)SC1=NN2C(N=C(C=C2C)C2=CC=CC=C2)=N1 (2-benzylthio-7-methyl-5-phenyl-1,2,4-triazolo[1,5-a]pyrimidine). Yield: 14.0%. RXN SMILES: [NH2:1][C:2]1[N:6]=[C:5]([S:7][CH2:8][C:9]2[CH:14]=[CH:13][CH:12]=[CH:11][CH:10]=2)[NH:4][N:3]=1.[C:15]([CH2:23][C:24](=O)[CH3:25])(=O)[C:16]1[CH:21]=[CH:20][CH:19]=[CH:18][CH:17]=1>C(O)(=O)C>[CH2:8]([S:7][C:5]1[N:6]=[C:2]2[N:1]=[C:15]([C:16]3[CH:21]=[CH:20][CH:19]=[CH:18][CH:17]=3)[CH:23]=[C:24]([CH3:25])[N:3]2[N:4]=1)[C:9]1[CH:10]=[CH:11][CH:12]=[CH:13][CH:14]=1. Procedure: A solution of 20.6 g (100 mmol) of 3-amino-5-benzylthio-1,2,4-triazole and 16.2 g (100 mmol) of benzoyl acetone in 100 ml of glacial acetic acid was heated at reflux for 14 hours. The solvent was removed by evaporation at reduced pressure and the residue was chromatographed on silica gel (HPLC) eluting with EtOAc-hexane (3:7, v/v) to afford 4.81 g (14% of 2-benzylthio-7-methyl-5-phenyl-1,2,4-triazolo[1,5-a]pyrimidine as a pale yellow wolid, m.p. 154°-155° C. IR and 1H NMR spectra were in agreeme... The reactants are [H-].[Na+] (NaH), O1C=2C(OCC1CO)=CSC2 ((2,3-Dihydro-thieno[3,4-b][1,4]dioxin-2-yl)-methanol), C1CCCOS1(=O)=O (butanesultone). Run in O1CCCC1 (tetrahydrofuran). Conditions: temperature 25 celsius, time 30 minute. Product: [Na+].O1C=2C(OCC1COCCCCS(=O)(=O)[O-])=CSC2 (4-(2,3-dihydro-thieno[3,4-b][1,4]dioxin-2-yl-methoxy)-butane-1-sulphonic acid sodium salt). As a reaction SMILES: [O:1]1[CH:6]([CH2:7][OH:8])[CH2:5][O:4][C:3]2=[CH:9][S:10][CH:11]=[C:2]12.[H-].[Na+:13].[CH2:14]1[S:19](=[O:21])(=[O:20])[O:18][CH2:17][CH2:16][CH2:15]1>O1CCCC1>[Na+:13].[O:1]1[CH:6]([CH2:7][O:8][CH2:17][CH2:16][CH2:15][CH2:14][S:19]([O-:21])(=[O:20])=[O:18])[CH2:5][O:4][C:3]2=[CH:9][S:10][CH:11]=[C:2]12 |f:1.2,5.6|. Procedure details: (2,3-Dihydro-thieno[3,4-b][1,4]dioxin-2-yl)-methanol (6.9 g, 40 mmol) was dissolved into tetrahydrofuran (100 mL) and blanketed by nitrogen. NaH (1.76 g) was added and stirring was continued for 30 min. Then butanesultone (6.0 g) was added dropwise after which the reaction mixture was brought to reflux for 3 h. Then it was cooled to 25° C. again, the solvent was removed, methanol was added, the mixture was stirred, filtered and the filtrate was concentrated. The remaining oil was solidified by a... The reactants are FC1=CC=C(C=C1)C1CC(C2=CC(=CC=C12)C)(C1=CC=NC=C1)O (3-(4'-fluorophenyl)-1-hyroxy-6-methyl-1-pyrid-4-ylindane), BrCC(=O)OCC (ethyl bromoacetate), CC(=O)C (acetone). Reaction conditions: time 0.5 hour. Yields the product C(C)N1C(CC(=CC1)C1(CC(C2=CC=C(C=C12)C)C1=CC=C(C=C1)F)O)CC(=O)O (1-(1-ethylcarboxymethyl-1,2,3,6-tetrahydropyrid-4-yl)-3-(4'-fluorphenyl)-1-hydroxy-6-methylindane). Isolated yield 92.7%. As a reaction SMILES: [F:1][C:2]1[CH:7]=[CH:6][C:5]([CH:8]2[C:16]3[C:11](=[CH:12][C:13]([CH3:17])=[CH:14][CH:15]=3)[C:10]([OH:24])([C:18]3[CH:23]=[CH:22][N:21]=[CH:20][CH:19]=3)[CH2:9]2)=[CH:4][CH:3]=1.Br[CH2:26][C:27]([O:29]CC)=[O:28].[CH3:32][C:33](C)=O>>[CH2:32]([N:21]1[CH2:20][CH:19]=[C:18]([C:10]2([OH:24])[C:11]3[C:16](=[CH:15][CH:14]=[C:13]([CH3:17])[CH:12]=3)[CH:8]([C:5]3[CH:6]=[CH:7][C:2]([F:1])=[CH:3][CH:4]=3)[CH2:9]2)[CH2:23][CH:22]1[CH2:26][C:27]([OH:29])=[O:28])[CH3:33]. Procedure: 3-(4'-fluorophenyl)-1-hyroxy-6-methyl-1-pyrid-4-ylindane (12.0 g) was refluxed with ethyl bromoacetate (7.5 g) in acetone (100 ml) for 4 hrs. The reaction mixture was cooled in a refrigerator over night and the precipitate filtered off. Yield: 16.8 g (91.9%) of the pyridiniumbromide. MP: 196°-198° C. (dec.). The bromide (15.0 g) was dissolved in methanol (150 ml), and ice cooled, NaBH4 (5.0 g) was added during a period of 1 h. The reaction mixture was finally stirred for another 1/2 h at room te...